Dataset: the Open Reaction Database (ORD), a public repository of structured organic reaction records. Task: describe an organic reaction: reactants, conditions, products, and yield Starting materials: CC(C)(C)OC(=O)N1CCCC(=O)C1c1ccccc1, O=C([O-])O, [Li]CCCC, CC(=O)O, C#CC(=O)OCC, [Na+], C1CCOC1. The product is CCOC(=O)C#CC1(O)CCCN(C(=O)OC(C)(C)C)C1c1ccccc1. RXN SMILES: [C:13]([CH3:14])([CH3:15])([CH3:16])[O:17][C:18](=[O:19])[N:20]1[CH:21]([c:27]2[cH:28][cH:29][cH:30][cH:31][cH:32]2)[C:22](=[O:26])[CH2:23][CH2:24][CH2:25]1.[C:33](=[O:34])([O-:35])[OH:36].[CH2:1]([Li:2])[CH2:3][CH2:4][CH3:5].[CH3:43][C:44](=[O:45])[OH:46].[CH3:6][CH2:7][O:8][C:9](=[O:10])[C:11]#[CH:12].[Na+:37].[O:38]1[CH2:39][CH2:40][CH2:41][CH2:42]1>>[CH3:6][CH2:7][O:8][C:9](=[O:10])[C:11]#[C:12][C:22]1([OH:26])[CH:21]([c:27]2[cH:28][cH:29][cH:30][cH:31][cH:32]2)[N:20]([C:18]([O:17][C:13]([CH3:14])([CH3:15])[CH3:16])=[O:19])[CH2:25][CH2:24][CH2:23]1. The reactants are NC(=O)CBr, CC#N, [K+], [K+], C1CNCCNCCN1, O=C([O-])[O-]. The product is NC(=O)CN1CCNCCNCC1. RXN SMILES: [Br:10][CH2:11][C:12](=[O:13])[NH2:14].[CH3:21][C:22]#[N:23].[K+:15].[K+:16].[NH:1]1[CH2:2][CH2:3][NH:4][CH2:5][CH2:6][NH:7][CH2:8][CH2:9]1.[O-:17][C:18]([O-:19])=[O:20]>>[N:1]1([CH2:11][C:12](=[O:13])[NH2:14])[CH2:2][CH2:3][NH:4][CH2:5][CH2:6][NH:7][CH2:8][CH2:9]1. Starting materials: C1CCOC1, CCOC(C)=O, [H-], [Na+], O, COc1cc(C=C(CCCCl)C(=O)NC(C)c2c[nH]c3ccccc23)ccc1-n1cnc(C)c1. As a reaction SMILES: [CH2:44]1[O:45][CH2:46][CH2:47][CH2:48]1.[CH3:38][CH2:39][O:40][C:41](=[O:42])[CH3:43].[H-:1].[Na+:2].[OH2:37].[nH:3]1[cH:4][c:5]([CH:12]([CH3:13])[NH:14][C:15]([C:16]([CH2:17][CH2:18][CH2:19][Cl:20])=[CH:21][c:22]2[cH:23][c:24]([O:34][CH3:35])[c:25](-[n:28]3[cH:29][n:30][c:31]([CH3:33])[cH:32]3)[cH:26][cH:27]2)=[O:36])[c:6]2[cH:7][cH:8][cH:9][cH:10][c:11]12>>[nH:3]1[cH:4][c:5]([CH:12]([CH3:13])[N:14]2[C:15](=[O:36])[C:16](=[CH:21][c:22]3[cH:23][c:24]([O:34][CH3:35])[c:25](-[n:28]4[cH:29][n:30][c:31]([CH3:33])[cH:32]4)[cH:26][cH:27]3)[CH2:17][CH2:18][CH2:19]2)[c:6]2[cH:7][cH:8][cH:9][cH:10][c:11]12. The product is COc1cc(C=C2CCCN(C(C)c3c[nH]c4ccccc34)C2=O)ccc1-n1cnc(C)c1. Starting materials: O=C([O-])[O-], CCO, Cl, CC(=O)N1CCC(c2csc3c(C(F)(F)F)cccc23)CC1, [K+], [K+]. The product is FC(F)(F)c1cccc2c(C3CCNCC3)csc12. Reaction SMILES: [C:24](=[O:25])([O-:26])[O-:27].[CH3:30][CH2:31][OH:32].[ClH:23].[F:1][C:2]([c:3]1[cH:4][cH:5][cH:6][c:7]2[c:8]1[s:9][cH:10][c:11]2[CH:12]1[CH2:13][CH2:14][N:15]([C:18](=[O:19])[CH3:20])[CH2:16][CH2:17]1)([F:21])[F:22].[K+:28].[K+:29]>>[F:1][C:2]([c:3]1[cH:4][cH:5][cH:6][c:7]2[c:8]1[s:9][cH:10][c:11]2[CH:12]1[CH2:13][CH2:14][NH:15][CH2:16][CH2:17]1)([F:21])[F:22]. The reactants are ClC1=CC2=C(C(C3=C(CC2)C=CC(=C3)OCCOC(C)=O)=O)C=C1 (2-chloro-7-(2-acetoxyethoxy)-10,11-dihydrodibenzo[a,d]-cyclohepten-5-one), FC1=C(N)C=CC(=C1)F (2,4-difluoroaniline), C1(CCCCC1)P(C1=C(C=CC=C1)C1=C(C=C(C=C1C(C)C)C(C)C)C(C)C)C1CCCCC1 (2-(dicyclohexylphosphino)-2′-,4′-,-6′-triisopropyl-biphenyl), CC(C)(C)[O-].[K+] (KOt-Bu). The reagents and catalysts are CC(=O)[O-].CC(=O)[O-].[Pd+2] (Pd(OAc)2). Solvent: CC(C)(C)O (t-BuOH), C1(=CC=CC=C1)C (toluene). Product: FC1=C(NC2=CC3=C(C(C4=C(CC3)C=CC(=C4)OCCO)=O)C=C2)C=CC(=C1)F (2-(2,4-Difluoroanilino)-7-(2-hydroxy-ethoxy)-10,11-dihydrodibenzo[a,d]-cyclohepten-5-one). Isolated yield 34.0%. Reaction SMILES: Cl[C:2]1[CH:24]=[CH:23][C:5]2[C:6](=[O:22])[C:7]3[CH:14]=[C:13]([O:15][CH2:16][CH2:17][O:18]C(=O)C)[CH:12]=[CH:11][C:8]=3[CH2:9][CH2:10][C:4]=2[CH:3]=1.[F:25][C:26]1[CH:32]=[C:31]([F:33])[CH:30]=[CH:29][C:27]=1[NH2:28].C1(P(C2CCCCC2)C2C=CC=CC=2C2C(C(C)C)=CC(C(C)C)=CC=2C(C)C)CCCCC1.CC([O-])(C)C.[K+]>CC([O-])=O.CC([O-])=O.[Pd+2].CC(O)(C)C.C1(C)C=CC=CC=1>[F:25][C:26]1[CH:32]=[C:31]([F:33])[CH:30]=[CH:29][C:27]=1[NH:28][C:2]1[CH:24]=[CH:23][C:5]2[C:6](=[O:22])[C:7]3[CH:14]=[C:13]([O:15][CH2:16][CH2:17][OH:18])[CH:12]=[CH:11][C:8]=3[CH2:9][CH2:10][C:4]=2[CH:3]=1 |f:3.4,5.6.7|. Procedure details: For the preparation of the compound by method C, 0.62 g (1.8 mmol) of 2-chloro-7-(2-acetoxyethoxy)-10,11-dihydrodibenzo[a,d]-cyclohepten-5-one, 0.25 g (1.9 mmol) of 2,4-difluoroaniline, 0.05 g (0.22 mmol) of Pd(OAc)2, 0.10 g (0.21 mmol) of 2-(dicyclohexylphosphino)-2′-,4′-,-6′-triisopropyl-biphenyl, 0.70 g (6.2 mmol) of KOt-Bu, 5 ml of toluene and 1 ml of t-BuOH are used. Yield: 34%; C23H19F2NO3 (Mr=395.41) The reactants are COc1ccc(N)cc1OC(C)C, O=Cc1ccccc1Cl. Product: COc1cc(C(=O)c2ccccc2Cl)c(N)cc1OC(C)C. RXN SMILES: [CH:10]([CH3:11])([CH3:12])[O:13][c:14]1[cH:15][c:16]([NH2:17])[cH:18][cH:19][c:20]1[O:21][CH3:22].[Cl:1][c:2]1[c:3]([CH:4]=[O:5])[cH:6][cH:7][cH:8][cH:9]1>>[Cl:1][c:2]1[c:3]([C:4](=[O:5])[c:18]2[c:16]([NH2:17])[cH:15][c:14]([O:13][CH:10]([CH3:11])[CH3:12])[c:20]([O:21][CH3:22])[cH:19]2)[cH:6][cH:7][cH:8][cH:9]1.